This data is from the Open Reaction Database (ORD), a public repository of structured organic reaction records. The task is: describe an organic reaction: reactants, conditions, products, and yield Reactants: BrC1=CC=C2C=CNC2=C1 (6-bromoindole), FC1=CC=C(C=C1)B(O)O (4-fluorobenzeneboronic acid), P(=O)([O-])([O-])[O-].[K+].[K+].[K+] (potassium phosphate), palladium(0)tetrakis-(triphenylphosphine). Solvent: CC(=O)N(C)C (dimethylacetamide), O (water). Yields the product FC1=CC=C(C=C1)C1=CC=C2C=CNC2=C1 (6-(4-fluorophenyl)indole). The yield is 38.2%. Reaction SMILES: Br[C:2]1[CH:10]=[C:9]2[C:5]([CH:6]=[CH:7][NH:8]2)=[CH:4][CH:3]=1.[F:11][C:12]1[CH:17]=[CH:16][C:15](B(O)O)=[CH:14][CH:13]=1.P([O-])([O-])([O-])=O.[K+].[K+].[K+]>CC(N(C)C)=O.O>[F:11][C:12]1[CH:17]=[CH:16][C:15]([C:2]2[CH:10]=[C:9]3[C:5]([CH:6]=[CH:7][NH:8]3)=[CH:4][CH:3]=2)=[CH:14][CH:13]=1 |f:2.3.4.5|. Reported procedure: A degassed solution of 6-bromoindole (1.0 g, 5.1 mmol), 4-fluorobenzeneboronic acid (0.928 g, 6.63 mmol), potassium phosphate (2.7 g, 153 mmol) and palladium(0)tetrakis-(triphenylphosphine) (0.294 g, 0.255 mmol) in dimethylacetamide (50 mL) was heated at 120° C. for 14 hours. After cooling to room temperature, the mixture was diluted with water. The suspension was filtered, the solid washed with water and then dissolved in ethyl acetate (100 mL), dried over sodium sulfate, and concentrated under... The reactants are N#CC1(Nc2ccc(F)cc2)CCN(Cc2ccccc2)CC1, O=C=NS(=O)(=O)Cl, ClCCl, Cl, [Na+], [OH-]. Yields the product O=C1NC(=O)C2(CCN(Cc3ccccc3)CC2)N1c1ccc(F)cc1. RXN SMILES: [CH2:1]([c:2]1[cH:3][cH:4][cH:5][cH:6][cH:7]1)[N:8]1[CH2:9][CH2:10][C:11]([C:14]#[N:15])([NH:16][c:17]2[cH:18][cH:19][c:20]([F:23])[cH:21][cH:22]2)[CH2:12][CH2:13]1.[Cl:24][S:25]([N:26]=[C:29]=[O:30])(=[O:27])=[O:28].[Cl:34][CH2:35][Cl:36].[ClH:31].[Na+:33].[OH-:32]>>[CH2:1]([c:2]1[cH:3][cH:4][cH:5][cH:6][cH:7]1)[N:8]1[CH2:9][CH2:10][C:11]2([CH2:12][CH2:13]1)[C:14](=[O:32])[NH:15][C:29](=[O:30])[N:16]2[c:17]1[cH:18][cH:19][c:20]([F:23])[cH:21][cH:22]1.